From a dataset of the Open Reaction Database (ORD), a public repository of structured organic reaction records. describe an organic reaction: reactants, conditions, products, and yield The reactants are O=C(Cl)Oc1ccc([N+](=O)[O-])cc1, [H-], [Na+], CN(C)C=O, O=C(c1ccn2c1CSC2c1cccnc1)c1c[nH]c2cc(OCc3ccccc3)ccc12. Reaction SMILES: [Cl:36][C:37](=[O:38])[O:39][c:40]1[cH:41][cH:42][c:43]([N+:46](=[O:47])[O-:48])[cH:44][cH:45]1.[H-:35].[Na+:34].[O:49]=[CH:50][N:51]([CH3:52])[CH3:53].[n:1]1[cH:2][c:3]([CH:7]2[S:8][CH2:9][c:10]3[n:11]2[cH:12][cH:13][c:14]3[C:15](=[O:16])[c:17]2[cH:18][nH:19][c:20]3[cH:21][c:22]([O:26][CH2:27][c:28]4[cH:29][cH:30][cH:31][cH:32][cH:33]4)[cH:23][cH:24][c:25]23)[cH:4][cH:5][cH:6]1>>[n:1]1[cH:2][c:3]([CH:7]2[S:8][CH2:9][c:10]3[n:11]2[cH:12][cH:13][c:14]3[C:15](=[O:16])[c:17]2[cH:18][n:19]([C:37](=[O:38])[O:39][c:40]3[cH:41][cH:42][c:43]([N+:46](=[O:47])[O-:48])[cH:44][cH:45]3)[c:20]3[cH:21][c:22]([O:26][CH2:27][c:28]4[cH:29][cH:30][cH:31][cH:32][cH:33]4)[cH:23][cH:24][c:25]23)[cH:4][cH:5][cH:6]1. The product is O=C(c1ccn2c1CSC2c1cccnc1)c1cn(C(=O)Oc2ccc([N+](=O)[O-])cc2)c2cc(OCc3ccccc3)ccc12. The reactants are ClCCl, CN=C=S, FC(F)(F)c1cccc(OC2CN(C(c3ccccc3)c3ccccc3)C2)c1, FC(F)(F)c1cccc(OC2CNC2)c1. Yields the product CNC(=S)N1CC(Oc2cccc(C(F)(F)F)c2)C1. As a reaction SMILES: [CH2:48]([Cl:49])[Cl:50].[CH3:44][N:45]=[C:46]=[S:47].[CH:16]([N:17]1[CH2:18][CH:19]([O:20][c:21]2[cH:22][cH:23][cH:24][c:25]([C:26]([F:27])([F:28])[F:29])[cH:30]2)[CH2:31]1)([c:32]1[cH:33][cH:34][cH:35][cH:36][cH:37]1)[c:38]1[cH:39][cH:40][cH:41][cH:42][cH:43]1.[F:1][C:2]([c:3]1[cH:4][c:5]([O:6][CH:7]2[CH2:8][NH:9][CH2:10]2)[cH:11][cH:12][cH:13]1)([F:14])[F:15]>>[F:1][C:2]([c:3]1[cH:4][c:5]([O:6][CH:7]2[CH2:8][N:9]([C:46]([NH:45][CH3:44])=[S:47])[CH2:10]2)[cH:11][cH:12][cH:13]1)([F:14])[F:15].